The task is: describe an organic reaction: reactants, conditions, products, and yield. This data is from the Open Reaction Database (ORD), a public repository of structured organic reaction records. Reactants: [BH3-]C#N.[Na+] (NaCNBH3), NC1=NNC2=NC=NC(=C21)NC2=CC(=CC=C2)Cl (3-amino-4-(3-chloro-phenylamino)-1H-pyrazolo[3,4-d]pyrimidine), C(C)(=O)O (acetic acid), COC1=C(C=O)C=CC(=C1OC)OC (2,3,4-trimethoxy-benzaldehyde). Run in CO (methanol), CN1CCN(C1=O)C (DMEU). Product: ClC=1C=C(C=CC1)NC1=C2C(=NC=N1)NN=C2NCC2=C(C(=C(C=C2)OC)OC)OC (4-(3-Chloro-phenylamino)-3-(2,3,4-trimethoxybenzylamino)-1H-pyrazolo[3,4-d]pyrimidine). Reaction SMILES: [NH2:1][C:2]1[C:10]2[C:5](=[N:6][CH:7]=[N:8][C:9]=2[NH:11][C:12]2[CH:17]=[CH:16][CH:15]=[C:14]([Cl:18])[CH:13]=2)[NH:4][N:3]=1.C(O)(=O)C.[CH3:23][O:24][C:25]1[C:32]([O:33][CH3:34])=[C:31]([O:35][CH3:36])[CH:30]=[CH:29][C:26]=1[CH:27]=O.[BH3-]C#N.[Na+]>CO.CN1C(=O)N(C)CC1>[Cl:18][C:14]1[CH:13]=[C:12]([NH:11][C:9]2[N:8]=[CH:7][N:6]=[C:5]3[NH:4][N:3]=[C:2]([NH:1][CH2:27][C:26]4[CH:29]=[CH:30][C:31]([O:35][CH3:36])=[C:32]([O:33][CH3:34])[C:25]=4[O:24][CH3:23])[C:10]=23)[CH:17]=[CH:16][CH:15]=1 |f:3.4|. Reported procedure: Analogously to Example 21, 1.00 mmol of 3-amino-4-(3-chloro-phenylamino)-1H-pyrazolo[3,4-d]pyrimidine in 26 ml of methanol, 13 ml of DMEU and 3.0 mmol of acetic acid are first reacted with 2,3,4-trimethoxy-benzaldehyde and then reduced with 7.00 mmol of NaCNBH3 (5-7 days). 4-(3-Chloro-phenylamino)-3-(2,3,4-trimethoxybenzylamino)-1H-pyrazolo[3,4-d]pyrimidine is obtained; m.p. 168-169° C.; HPLC: TRet (Grad5-40)=20.2. The reactants are NC1=NC(=CC(=N1)N1CCC2(C[C@H](N(C2)C(=O)OCC2=CC=CC=C2)C(=O)O)CC1)O[C@@H](C(F)(F)F)C1=C(C=C(C=C1)Cl)N1N=C(C=C1)C ((S)-8-(2-amino-6-((R)-1-(4-chloro-2-(3-methyl-1H-pyrazol-1-yl)phenyl)-2,2,2-trifluoroethoxy)pyrimidin-4-yl)-2-((benzyloxy)carbonyl)-2,8-diazaspiro[4.5]decane-3-carboxylic acid), product, C1(CCC1)C(=O)Cl (cyclobutanecarbonyl chloride), N1=CC=CC=C1 (pyridine). Solvent: CCOC(=O)C (EtOAc). Conditions: time 3 hour. The product is ClC1=CC(=C(C=C1)[C@H](C(F)(F)F)OC1=CC(=NC(=N1)NC(=O)C1CCC1)N1CCC2(C[C@H](N(C2)C(=O)OCC2=CC=CC=C2)C(=O)OCC)CC1)N1N=C(C=C1)C ((S)-2-benzyl 3-ethyl 8-(6-((R)-1-(4-chloro-2-(3-methyl-1H-pyrazol-1-yl)phenyl)-2,2,2-trifluoroethoxy)-2-(cyclobutanecarboxamido) pyrimidin-4-yl)-2,8-diazaspiro[4.5]decane-2,3-dicarboxylate). As a reaction SMILES: [NH2:1][C:2]1[N:7]=[C:6]([N:8]2[CH2:30][CH2:29][C:11]3([CH2:15][N:14]([C:16]([O:18][CH2:19][C:20]4[CH:25]=[CH:24][CH:23]=[CH:22][CH:21]=4)=[O:17])[C@H:13]([C:26]([OH:28])=[O:27])[CH2:12]3)[CH2:10][CH2:9]2)[CH:5]=[C:4]([O:31][C@H:32]([C:37]2[CH:42]=[CH:41][C:40]([Cl:43])=[CH:39][C:38]=2[N:44]2[CH:48]=[CH:47][C:46]([CH3:49])=[N:45]2)[C:33]([F:36])([F:35])[F:34])[N:3]=1.[CH:50]1([C:54](Cl)=[O:55])[CH2:53][CH2:52][CH2:51]1.N1C=CC=[CH:59][CH:58]=1>CCOC(C)=O>[Cl:43][C:40]1[CH:41]=[CH:42][C:37]([C@@H:32]([O:31][C:4]2[N:3]=[C:2]([NH:1][C:54]([CH:50]3[CH2:53][CH2:52][CH2:51]3)=[O:55])[N:7]=[C:6]([N:8]3[CH2:30][CH2:29][C:11]4([CH2:15][N:14]([C:16]([O:18][CH2:19][C:20]5[CH:25]=[CH:24][CH:23]=[CH:22][CH:21]=5)=[O:17])[C@H:13]([C:26]([O:28][CH2:58][CH3:59])=[O:27])[CH2:12]4)[CH2:10][CH2:9]3)[CH:5]=2)[C:33]([F:35])([F:34])[F:36])=[C:38]([N:44]2[CH:48]=[CH:47][C:46]([CH3:49])=[N:45]2)[CH:39]=1. Procedure: To a solution of (S)-8-(2-amino-6-((R)-1-(4-chloro-2-(3-methyl-1H-pyrazol-1-yl)phenyl)-2,2,2-trifluoroethoxy)pyrimidin-4-yl)-2-((benzyloxy)carbonyl)-2,8-diazaspiro[4.5]decane-3-carboxylic acid (product of Step 3, Example 10m) (300 mg, 0.412 mmol) in pyridine (1.0 mL) was added cyclobutanecarbonyl chloride (54 mg, 0.045 mmol). The reaction mixture was stirred at RT for 3 h, then diluted with EtOAc, and washed with 0.5 N HCl. The organic layer was dried over Na2SO4, filtered, and concentrated in v... Starting materials: C(C)OC(=O)C1(CCN(CC1)CC1=CC=C(C=C1)C1=NC=CC=C1)S(=O)(=O)C1=CC=C(C=C1)OC (4-(4-methoxy-benzenesulfonyl)-1-(4-pyridin-2-yl-benzyl)-piperidine-4-carboxylic acid ethyl ester), 1-(4-Bromo-benzyl)-4-4-(4-methoxy-benzensulfonyl)-piperidine-4-carboxylic acid ethyl ester, C(CCC)[Sn](C1=NC=CC=C1)(CCCC)CCCC (2-(tributylstannyl)-pyridine). Run in TBF methanol, [OH-].[Na+] (NaOH). The product is C(C)OC(=O)C1(CCN(CC1)CC1=CC=C(C=C1)C1=NC=CC=C1)S(=O)(=O)C1=CC=C(C=C1)OC (4-(4-Methoxy-benzenesulfonyl)-1-(4-pyridin-2-yl-benzyl)-piperidine-4-carboxylic acid ethyl ester), COC1=CC=C(C=C1)S(=O)(=O)C1(CCN(CC1)CC1=CC=C(C=C1)C1=NC=CC=C1)C(=O)O (4-(4-Methoxy-benzenesulfonyl)-1-(4-pyridin-2-yl-benzyl)-piperidine-4-carboxylic acid). RXN SMILES: C([Sn](CCCC)(CCCC)C1C=CC=CN=1)CCC.[CH2:20]([O:22][C:23]([C:25]1([S:44]([C:47]2[CH:52]=[CH:51][C:50]([O:53][CH3:54])=[CH:49][CH:48]=2)(=[O:46])=[O:45])[CH2:30][CH2:29][N:28]([CH2:31][C:32]2[CH:37]=[CH:36][C:35]([C:38]3[CH:43]=[CH:42][CH:41]=[CH:40][N:39]=3)=[CH:34][CH:33]=2)[CH2:27][CH2:26]1)=[O:24])[CH3:21]>[OH-].[Na+]>[CH2:20]([O:22][C:23]([C:25]1([S:44]([C:47]2[CH:52]=[CH:51][C:50]([O:53][CH3:54])=[CH:49][CH:48]=2)(=[O:46])=[O:45])[CH2:30][CH2:29][N:28]([CH2:31][C:32]2[CH:33]=[CH:34][C:35]([C:38]3[CH:43]=[CH:42][CH:41]=[CH:40][N:39]=3)=[CH:36][CH:37]=2)[CH2:27][CH2:26]1)=[O:24])[CH3:21].[CH3:54][O:53][C:50]1[CH:49]=[CH:48][C:47]([S:44]([C:25]2([C:23]([OH:24])=[O:22])[CH2:30][CH2:29][N:28]([CH2:31][C:32]3[CH:37]=[CH:36][C:35]([C:38]4[CH:43]=[CH:42][CH:41]=[CH:40][N:39]=4)=[CH:34][CH:33]=3)[CH2:27][CH2:26]2)(=[O:46])=[O:45])=[CH:52][CH:51]=1 |f:2.3|. Procedure details: 4-(4-Methoxy-benzenesulfonyl)-1-(4-pyridin-2-yl-benzyl)-piperidine-4-carboxylic acid ethyl ester was prepared according to the general method outlined in example 261. Starting from 1-(4-Bromo-benzyl)-4-4-(4-methoxy-benzensulfonyl)-piperidine-4-carboxylic acid ethyl ester (4.65 g, 9.38 mmol) and 2-(tributylstannyl)-pyridine (12.08 g, 32.8 mmol). Yield 2.79 g (60%); brown oil; MS: 495.1 (M+H)+4-(4-Methoxy-benzenesulfonyl)-1-(4-pyridin-2-yl-benzyl)-piperidine-4-carboxylic acid was prepared starting... The reactants are NC(=O)c1ccccc1N1CCNCC1, O=C([O-])O, CC(C)(C)OC(=O)OC(C)(C)C, C1COCCO1, [Na+], O. Product: CC(C)(C)OC(=O)N1CCN(c2ccccc2C(N)=O)CC1. As a reaction SMILES: [C:1]([NH2:2])(=[O:3])[c:4]1[c:5]([N:10]2[CH2:11][CH2:12][NH:13][CH2:14][CH2:15]2)[cH:6][cH:7][cH:8][cH:9]1.[C:22](=[O:23])([OH:24])[O-:25].[C:27]([O:28][C:29]([CH3:30])([CH3:31])[CH3:32])([O:33][C:35]([CH3:36])([CH3:37])[CH3:38])=[O:34].[CH2:16]1[O:17][CH2:18][CH2:19][O:20][CH2:21]1.[Na+:26].[OH2:39]>>[C:1]([NH2:2])(=[O:3])[c:4]1[c:5]([N:10]2[CH2:11][CH2:12][N:13]([C:27]([O:28][C:29]([CH3:30])([CH3:31])[CH3:32])=[O:33])[CH2:14][CH2:15]2)[cH:6][cH:7][cH:8][cH:9]1. Starting materials: aqueous solution, CNC (dimethylamine), [N+](=O)([O-])C1=CC=C(CCl)C=C1 (p-nitrobenzyl chloride). The solvent is C(C)O (ethanol). Conditions: time 10 hour. Product: CN(C)CC1=CC=C(C=C1)[N+](=O)[O-] (N,N-dimethyl-p-nitrobenzylamine). As a reaction SMILES: [CH3:1][NH:2][CH3:3].[N+:4]([C:7]1[CH:14]=[CH:13][C:10]([CH2:11]Cl)=[CH:9][CH:8]=1)([O-:6])=[O:5]>C(O)C>[CH3:1][N:2]([CH2:11][C:10]1[CH:13]=[CH:14][C:7]([N+:4]([O-:6])=[O:5])=[CH:8][CH:9]=1)[CH3:3]. Procedure: To 3 l of ethanol was added 750 ml of a 40% aqueous solution of dimethylamine and 500 g. of p-nitrobenzyl chloride was added gradually thereto with stirring. After complete dissolution, the reaction was carried out at 40° C. for 10 hours. After the reaction mixture was concentrated by distilling off the ethanol, the residue was extracted with ethyl acetate. The extract was dried over anhydrous magnesium sulfate and concentrated by distilling off the ethyl acetate. The residue thus obtained was d... The reactants are C1(=CC=C(C=C1)S(=O)(=O)O)C (p-toluenesulphonic acid), FC1=C(C(=O)C(C(=O)OCC)C(=O)OCC)C=C(C(=C1F)F)F (diethyl 2,3,4,5-tetrafluorobenzoylmalonate). Solvent: O (water). Conditions: time 5 hour. Yields the product FC1=C(C(=O)CC(=O)OCC)C=C(C(=C1F)F)F (ethyl 2,3,4,5-tetrafluorobenzoylacetate). Isolated yield 71.6%. As a reaction SMILES: C1(C)C=CC(S(O)(=O)=O)=CC=1.[F:12][C:13]1[C:31]([F:32])=[C:30]([F:33])[C:29]([F:34])=[CH:28][C:14]=1[C:15]([CH:17](C(OCC)=O)[C:18]([O:20][CH2:21][CH3:22])=[O:19])=[O:16]>O>[F:12][C:13]1[C:31]([F:32])=[C:30]([F:33])[C:29]([F:34])=[CH:28][C:14]=1[C:15]([CH2:17][C:18]([O:20][CH2:21][CH3:22])=[O:19])=[O:16]. Procedure details: 0.3 g of p-toluenesulphonic acid is added to an emulsion of 284.8 g of crude diethyl 2,3,4,5-tetrafluorobenzoylmalonate in 300 ml of water. The emulsion is heated to boiling for 5 hours, stirring vigorously, then it is cooled and extracted several times with methylene chloride, and the combined methylene chloride solutions are washed once with saturated NaCl solution, dried with Na2SO4, and the solvent is removed by distillation in vacuo. Fractionation of the residue under fine vacuum provides 1... Starting materials: resultant mixture, CC(=O)OI1(C=2C=CC=CC2C(=O)O1)(OC(=O)C)OC(=O)C (Dess-Martin periodinane), FC1=CC=C(C=C1)C1=CCN(CC1O)C1=NC(N(C=N1)CC=1SC(=CC1)C(F)(F)F)=O (4-[4-(4-fluorophenyl)-5-hydroxy-5,6-dihydropyridin-1(2H)-yl]-1-{[5-(trifluoromethyl)thiophen-2-yl]methyl}-1,3,5-triazin-2(1H)-one), C([O-])(O)=O.[Na+] (sodium bicarbonate), CC(=O)OI1(C=2C=CC=CC2C(=O)O1)(OC(=O)C)OC(=O)C (Dess-Martin periodinane), resultant mixture. Run in ClCCl (dichloromethane), ClCCl (dichloromethane). Product: FC1=CC=C(C=C1)C1=CCN(CC1=O)C1=NC(N(C=N1)CC=1SC(=CC1)C(F)(F)F)=O (4-[4-(4-fluorophenyl)-5-oxo-5,6-dihydropyridin-1(2H)-yl]-1-{[5-(trifluoromethyl)thiophen-2-yl]methyl}-1,3,5-triazin-2(1H)-one). Isolated yield 97.4%. Reaction SMILES: [F:1][C:2]1[CH:7]=[CH:6][C:5]([C:8]2[CH:13]([OH:14])[CH2:12][N:11]([C:15]3[N:20]=[CH:19][N:18]([CH2:21][C:22]4[S:23][C:24]([C:27]([F:30])([F:29])[F:28])=[CH:25][CH:26]=4)[C:17](=[O:31])[N:16]=3)[CH2:10][CH:9]=2)=[CH:4][CH:3]=1.C(=O)(O)[O-].[Na+].CC(OI1(OC(C)=O)(OC(C)=O)OC(=O)C2C=CC=CC1=2)=O>ClCCl>[F:1][C:2]1[CH:3]=[CH:4][C:5]([C:8]2[C:13](=[O:14])[CH2:12][N:11]([C:15]3[N:20]=[CH:19][N:18]([CH2:21][C:22]4[S:23][C:24]([C:27]([F:28])([F:29])[F:30])=[CH:25][CH:26]=4)[C:17](=[O:31])[N:16]=3)[CH2:10][CH:9]=2)=[CH:6][CH:7]=1 |f:1.2|. Procedure: To 4-[4-(4-fluorophenyl)-5-hydroxy-5,6-dihydropyridin-1(2H)-yl]-1-{[5-(trifluoromethyl)thiophen-2-yl]methyl}-1,3,5-triazin-2(1H)-one (20.0 mg, 0.0442 mmol) synthesized in Synthesis Example 190, dichloromethane (1.0 mL), sodium bicarbonate (11.1 mg, 0.132 mmol), and Dess-Martin periodinane (28.1 mg, 0.0663 mmol; manufactured by Tokyo Chemical Industry Co., Ltd.) were added and the resultant mixture was stirred at room temperature for 1 day. Then, to the reaction solution, dichloromethane (4.0 mL)... Reactants: BrC1=CC=C(C=C1)C1=C2CC(NC2=CC=C1)=O (4-(4-bromophenyl)-1,3-dihydro-indol-2-one), C(C)N(CCNC(=O)C=1NC(=C(C1)C)C=O)CC (5-formyl-4-methyl-1H-pyrrole-2-carboxylic acid (2-diethylamino-ethyl)-amide). The reagents and catalysts are N1CCCCC1 (piperidine). Solvent: C(C)O (ethanol). Conditions: time 3 day. Product: C(C)N(CCNC(=O)C=1NC(=C(C1)C)C=C1C(NC2=CC=CC(=C12)C1=CC=C(C=C1)Br)=O)CC (5-[4-(4-bromo-phenyl)-2-oxo-1,2-dihydro-indol-3-ylidenemethyl]-4-methyl-1H-pyrrole-2-carboxylic acid (2-diethylamino-ethyl)-amide). The yield is 19.9%. RXN SMILES: [Br:1][C:2]1[CH:7]=[CH:6][C:5]([C:8]2[CH:16]=[CH:15][CH:14]=[C:13]3[C:9]=2[CH2:10][C:11](=[O:17])[NH:12]3)=[CH:4][CH:3]=1.[CH2:18]([N:20]([CH2:34][CH3:35])[CH2:21][CH2:22][NH:23][C:24]([C:26]1[NH:27][C:28]([CH:32]=O)=[C:29]([CH3:31])[CH:30]=1)=[O:25])[CH3:19]>C(O)C.N1CCCCC1>[CH2:34]([N:20]([CH2:18][CH3:19])[CH2:21][CH2:22][NH:23][C:24]([C:26]1[NH:27][C:28]([CH:32]=[C:10]2[C:9]3[C:13](=[CH:14][CH:15]=[CH:16][C:8]=3[C:5]3[CH:4]=[CH:3][C:2]([Br:1])=[CH:7][CH:6]=3)[NH:12][C:11]2=[O:17])=[C:29]([CH3:31])[CH:30]=1)=[O:25])[CH3:35]. Reported procedure: To a solution of 4-(4-bromophenyl)-1,3-dihydro-indol-2-one (72.0 mg, 0.25 mmol) and 5-formyl-4-methyl-1H-pyrrole-2-carboxylic acid (2-diethylamino-ethyl)-amide (65.3 mg, 0.26 mmol) in ethanol (2 mL) was added piperidine (3 drops). The reaction mixture was stirred at room temperature for three days. A yellow solid product was precipitated out, filtered, washed by ethanol for three times, and dried under high vacuum to provide pure product 5-[4-(4-bromo-phenyl)-2-oxo-1,2-dihydro-indol-3-ylidenemet... Reactants: C12C(C3CC(CC(C1)C3)C2)NC(=O)N2CCC3(CC2)CNCC2=CC=CC=C23 (N-(2-adamantyl)-2,3-dihydro-1H-spiro[isoquinoline-4,4′-piperidine]-1′-carboxamide), C1(CCCC(=O)O1)=O (glutaric anhydride). Yields the product C12C(C3CC(CC(C1)C3)C2)NC(=O)N2CCC3(CC2)CN(CC2=CC=CC=C23)C(CCCC(=O)O)=O (5-(1′(2-Adamantylcarbamoyl)-1H-spiro[isoquinoline-4,4′-piperidine]-2(3H)-yl)-5-oxopentanoic acid). RXN SMILES: [CH:1]12[CH2:10][CH:5]3[CH2:6][CH:7]([CH2:9][CH:3]([CH2:4]3)[CH:2]1[NH:11][C:12]([N:14]1[CH2:19][CH2:18][C:17]3([C:28]4[C:23](=[CH:24][CH:25]=[CH:26][CH:27]=4)[CH2:22][NH:21][CH2:20]3)[CH2:16][CH2:15]1)=[O:13])[CH2:8]2.[C:29]1(=[O:36])[O:35][C:33](=[O:34])[CH2:32][CH2:31][CH2:30]1>>[CH:1]12[CH2:10][CH:5]3[CH2:6][CH:7]([CH2:9][CH:3]([CH2:4]3)[CH:2]1[NH:11][C:12]([N:14]1[CH2:19][CH2:18][C:17]3([C:28]4[C:23](=[CH:24][CH:25]=[CH:26][CH:27]=4)[CH2:22][N:21]([C:29](=[O:36])[CH2:30][CH2:31][CH2:32][C:33]([OH:35])=[O:34])[CH2:20]3)[CH2:16][CH2:15]1)=[O:13])[CH2:8]2. Procedure details: The title compound was prepared from N-(2-adamantyl)-2,3-dihydro-1H-spiro[isoquinoline-4,4′-piperidine]-1′-carboxamide and glutaric anhydride following a procedure analogous to that described in Example 90. LC-MS Method 5 tR=2.034 min, m/z=494.3; 1H NMR (CD3OD) δ=1.52-1.69 (m, 4H), 1.79-2.04 (m, 16H), 2.41 (m, 2H), 2.62 (m, 2H), 3.16-3.27 (m, 2H), 3.86 (m, 2H), 3.98 (m, 3H), 7.15-7.39 (m, 3H), 7.41 (d, 1H).